From a dataset of the Open Reaction Database (ORD), a public repository of structured organic reaction records. describe an organic reaction: reactants, conditions, products, and yield Reactants: CCOC(=O)c1ccccc1Br, c1ccc(C(CCN2CCNCC2)c2ccccc2)cc1. Product: CCOC(=O)c1ccccc1N1CCN(CCC(c2ccccc2)c2ccccc2)CC1. As a reaction SMILES: [Br:1][c:2]1[c:3]([C:4](=[O:5])[O:6][CH2:7][CH3:8])[cH:9][cH:10][cH:11][cH:12]1.[c:13]1([CH:19]([CH2:20][CH2:21][N:22]2[CH2:23][CH2:24][NH:25][CH2:26][CH2:27]2)[c:28]2[cH:29][cH:30][cH:31][cH:32][cH:33]2)[cH:14][cH:15][cH:16][cH:17][cH:18]1>>[c:2]1([N:25]2[CH2:24][CH2:23][N:22]([CH2:21][CH2:20][CH:19]([c:13]3[cH:14][cH:15][cH:16][cH:17][cH:18]3)[c:28]3[cH:29][cH:30][cH:31][cH:32][cH:33]3)[CH2:27][CH2:26]2)[c:3]([C:4](=[O:5])[O:6][CH2:7][CH3:8])[cH:9][cH:10][cH:11][cH:12]1.